From a dataset of the Open Reaction Database (ORD), a public repository of structured organic reaction records. describe an organic reaction: reactants, conditions, products, and yield Solvent: CO (methanol). Starting materials: [OH-].[Na+] (sodium hydroxide), C(C1=CC=CC=C1)(=O)OCC(CSCCCCCCCCCCCCCCCC)CC(C)OC(C1=CC=CC=C1)=O (2-(2-benzoyloxypropan-1-yl)-3-hexadecylthiopropyl benzoate). Procedure details: Using 6.89 ml (13.78 mM) of 2N aqueous sodium hydroxide, 4.017 g (6.89 mM) of 2-(2-benzoyloxypropan-1-yl)-3-hexadecylthiopropyl benzoate m11 in 38 ml of methanol and 43 ml of tetrahydrofuan is converted to 2.071 g (62.8% yield) of the titled compound m12 by the same procedure as described in (125). The yield is 62.8%. Yields the product C(C1=CC=CC=C1)(=O)OC(CC(CO)CSCCCCCCCCCCCCCCCC)C (2-(2-benzoyloxypropan-1-yl)-3-hexadecylthiopropanol). RXN SMILES: [OH-].[Na+].C([O:11][CH2:12][CH:13]([CH2:32][CH:33]([O:35][C:36](=[O:43])[C:37]1[CH:42]=[CH:41][CH:40]=[CH:39][CH:38]=1)[CH3:34])[CH2:14][S:15][CH2:16][CH2:17][CH2:18][CH2:19][CH2:20][CH2:21][CH2:22][CH2:23][CH2:24][CH2:25][CH2:26][CH2:27][CH2:28][CH2:29][CH2:30][CH3:31])(=O)C1C=CC=CC=1>CO>[C:36]([O:35][CH:33]([CH3:34])[CH2:32][CH:13]([CH2:14][S:15][CH2:16][CH2:17][CH2:18][CH2:19][CH2:20][CH2:21][CH2:22][CH2:23][CH2:24][CH2:25][CH2:26][CH2:27][CH2:28][CH2:29][CH2:30][CH3:31])[CH2:12][OH:11])(=[O:43])[C:37]1[CH:42]=[CH:41][CH:40]=[CH:39][CH:38]=1 |f:0.1|. Reactants: CO, COc1cc(F)c(C(C)C)cc1-c1ccc([N+](=O)[O-])cc1CN1C(=O)OC(c2cc(C(F)(F)F)cc(C(F)(F)F)c2)C1C. The product is COc1cc(F)c(C(C)C)cc1-c1ccc(N)cc1CN1C(=O)OC(c2cc(C(F)(F)F)cc(C(F)(F)F)c2)C1C. Reaction SMILES: [CH3:44][OH:45].[F:1][C:2]([c:3]1[cH:4][c:5]([CH:13]2[CH:14]([CH3:41])[N:15]([CH2:19][c:20]3[c:21](-[c:29]4[c:30]([O:39][CH3:40])[cH:31][c:32]([F:38])[c:33]([CH:35]([CH3:36])[CH3:37])[cH:34]4)[cH:22][cH:23][c:24]([N+:26]([O-:27])=[O:28])[cH:25]3)[C:16](=[O:18])[O:17]2)[cH:6][c:7]([C:9]([F:10])([F:11])[F:12])[cH:8]1)([F:42])[F:43]>>[F:1][C:2]([c:3]1[cH:4][c:5]([CH:13]2[CH:14]([CH3:41])[N:15]([CH2:19][c:20]3[c:21](-[c:29]4[c:30]([O:39][CH3:40])[cH:31][c:32]([F:38])[c:33]([CH:35]([CH3:36])[CH3:37])[cH:34]4)[cH:22][cH:23][c:24]([NH2:26])[cH:25]3)[C:16](=[O:18])[O:17]2)[cH:6][c:7]([C:9]([F:10])([F:11])[F:12])[cH:8]1)([F:42])[F:43].